Dataset: the Open Reaction Database (ORD), a public repository of structured organic reaction records. Task: describe an organic reaction: reactants, conditions, products, and yield The reactants are ( a ), O[C@H]1[C@H](O)[C@@H](O)[C@@H](O)[C@H](O1)CO.C1(C=CC(N1)=O)=O (β-Gal maleimide), ( b ), Sepharose, P(=O)([O-])([O-])[O-] (phosphate). Yields the product O[C@H]1[C@H](O)[C@@H](O)[C@@H](O)[C@H](O1)CO (β-Gal). RXN SMILES: [OH:1][C@@H:2]1[O:10][C@H:9]([CH2:11][OH:12])[C@H:7]([OH:8])[C@H:5]([OH:6])[C@H:3]1[OH:4].C1(=O)NC(=O)C=C1.P([O-])([O-])([O-])=O>>[OH:1][C@@H:2]1[O:10][C@H:9]([CH2:11][OH:12])[C@H:7]([OH:8])[C@H:5]([OH:6])[C@H:3]1[OH:4] |f:0.1|. Reported procedure: To the Fab' (1 mg) prepared in the above process (a) was added the β-Gal-maleimide (3.9 mg) prepared in the process (b) and the mixture was reacted at 30° C. for 30 minutes. The reaction solution was centrifuged and the supernatant was subjected to Sepharose 6B column (φ1.5 cm×50 cm, eluent: 10 mM phosphate buffer, pH 6.5, containing 0.1% BSA) to give a β-Gal-Fab' fragment. Reactants: FC(C(C(=O)OCC)(CC=C)C(=O)Cl)F (ethyl 2-difluoromethyl-2-chlorocarbonyl-4-pentenoate), C(C)(=O)[O-].[NH4+] (ammonium acetate). Solvent: CC(=O)C (acetone). Reaction conditions: time 3 hour. Yields the product C(N)(=O)C(C(=O)OCC)(CC=C)C(F)F (ethyl 2-carbamoyl-2-difluoromethyl-4-pentenoate). As a reaction SMILES: [F:1][CH:2]([F:15])[C:3]([C:12](Cl)=[O:13])([CH2:9][CH:10]=[CH2:11])[C:4]([O:6][CH2:7][CH3:8])=[O:5].C([O-])(=O)C.[NH4+:20]>CC(C)=O>[C:12]([C:3]([CH:2]([F:15])[F:1])([CH2:9][CH:10]=[CH2:11])[C:4]([O:6][CH2:7][CH3:8])=[O:5])(=[O:13])[NH2:20] |f:1.2|. Reported procedure: To a solution of ethyl 2-difluoromethyl-2-chlorocarbonyl-4-pentenoate prepared as in Step A above (3.16 g) in acetone (25 mL) is added ammonium acetate (3.16 g). The mixture is stirred at room temperature for 3 hours. The insoluble material is filtered and the filtrate concentrated at reduced pressure. The residue is dissolved in ether (50 mL). The organic phase is washed with water, brine and dried over magnesium sulfate to give ethyl 2-carbamoyl-2-difluoromethyl-4-pentenoate (2.65 g) as an oil... The product is CC(C)(C)OC(=O)NC1(c2ccc(C(=O)CBr)cc2)CCC1. Starting materials: [Br-], [Br-], [Br-], CC(=O)c1ccc(C2(NC(=O)OC(C)(C)C)CCC2)cc1, CCCC[N+](CCCC)(CCCC)CCCC, CCCC[N+](CCCC)(CCCC)CCCC, CCCC[N+](CCCC)(CCCC)CCCC, CO, ClC(Cl)Cl, ClCCl. Reaction SMILES: [Br-:22].[Br-:23].[Br-:24].[C:1]([CH3:2])(=[O:3])[c:4]1[cH:5][cH:6][c:7]([C:10]2([NH:14][C:15]([O:16][C:17]([CH3:18])([CH3:19])[CH3:20])=[O:21])[CH2:11][CH2:12][CH2:13]2)[cH:8][cH:9]1.[CH2:25]([N+:26]([CH2:27][CH2:28][CH2:29][CH3:30])([CH2:31][CH2:32][CH2:33][CH3:34])[CH2:35][CH2:36][CH2:37][CH3:38])[CH2:39][CH2:40][CH3:41].[CH2:42]([N+:43]([CH2:44][CH2:45][CH2:46][CH3:47])([CH2:48][CH2:49][CH2:50][CH3:51])[CH2:52][CH2:53][CH2:54][CH3:55])[CH2:56][CH2:57][CH3:58].[CH2:59]([N+:60]([CH2:61][CH2:62][CH2:63][CH3:64])([CH2:65][CH2:66][CH2:67][CH3:68])[CH2:69][CH2:70][CH2:71][CH3:72])[CH2:73][CH2:74][CH3:75].[CH3:80][OH:81].[CH:76]([Cl:77])([Cl:78])[Cl:79].[Cl:82][CH2:83][Cl:84]>>[C:1]([CH2:2][Br:22])(=[O:3])[c:4]1[cH:5][cH:6][c:7]([C:10]2([NH:14][C:15]([O:16][C:17]([CH3:18])([CH3:19])[CH3:20])=[O:21])[CH2:11][CH2:12][CH2:13]2)[cH:8][cH:9]1.